Dataset: the Open Reaction Database (ORD), a public repository of structured organic reaction records. Task: describe an organic reaction: reactants, conditions, products, and yield Reactants: O=C([O-])C(=O)[O-], CCN(CC)CCN1C(=O)C(O)C(c2ccc(OC)cc2)Sc2cc(Cl)ccc21, CC(=O)OC(C)=O, c1ccncc1. The product is O=C(O)C(=O)O, CCN(CC)CCN1C(=O)C(OC(C)=O)C(c2ccc(OC)cc2)Sc2cc(Cl)ccc21. As a reaction SMILES: [C:37]([C:38](=[O:39])[O-:40])(=[O:41])[O-:42].[CH3:1][O:2][c:3]1[cH:4][cH:5][c:6]([CH:9]2[S:10][c:11]3[c:12]([cH:25][cH:26][c:27]([Cl:29])[cH:28]3)[N:13]([CH2:18][CH2:19][N:20]([CH2:21][CH3:22])[CH2:23][CH3:24])[C:14](=[O:17])[CH:15]2[OH:16])[cH:7][cH:8]1.[CH3:30][C:31](=[O:32])[O:33][C:34](=[O:35])[CH3:36].[cH:43]1[cH:44][cH:45][n:46][cH:47][cH:48]1>>[C:37]([C:38](=[O:39])[OH:40])(=[O:41])[OH:42].[CH3:1][O:2][c:3]1[cH:4][cH:5][c:6]([CH:9]2[S:10][c:11]3[c:12]([cH:25][cH:26][c:27]([Cl:29])[cH:28]3)[N:13]([CH2:18][CH2:19][N:20]([CH2:21][CH3:22])[CH2:23][CH3:24])[C:14](=[O:17])[CH:15]2[O:16][C:31]([CH3:30])=[O:32])[cH:7][cH:8]1. Reactants: BrC1=C(C=CC=C1)CC(=O)O (2-bromophenylacetic acid), FC1=C(N)C=C(C=C1)F (2,5-difluoroaniline). The product is FC1=C(C=C(C=C1)F)NC1=C(C=CC=C1)CC(=O)O (2-[(2,5-difluorophenyl)amino]phenylacetic acid). Reaction SMILES: Br[C:2]1[CH:7]=[CH:6][CH:5]=[CH:4][C:3]=1[CH2:8][C:9]([OH:11])=[O:10].[F:12][C:13]1[CH:19]=[CH:18][C:17]([F:20])=[CH:16][C:14]=1[NH2:15]>>[F:12][C:13]1[CH:19]=[CH:18][C:17]([F:20])=[CH:16][C:14]=1[NH:15][C:2]1[CH:7]=[CH:6][CH:5]=[CH:4][C:3]=1[CH2:8][C:9]([OH:11])=[O:10]. Reported procedure: In the manner described in example 3, 2-bromophenylacetic acid is condensed with 2,5-difluoroaniline to yield 2-[(2,5-difluorophenyl)amino]phenylacetic acid. The reactants are CC(=O)OC(C)=O, COC(=O)c1cc(N)cc(N2CCCC2=O)c1, CCOC(C)=O, ClCCl. Yields the product COC(=O)c1cc(NC(C)=O)cc(N2CCCC2=O)c1. Reaction SMILES: [CH3:18][C:19](=[O:20])[O:21][C:22](=[O:23])[CH3:24].[CH3:1][O:2][C:3]([c:4]1[cH:5][c:6]([NH2:16])[cH:7][c:8]([N:10]2[C:11](=[O:15])[CH2:12][CH2:13][CH2:14]2)[cH:9]1)=[O:17].[CH3:28][CH2:29][O:30][C:31]([CH3:32])=[O:33].[Cl:25][CH2:26][Cl:27]>>[CH3:1][O:2][C:3]([c:4]1[cH:5][c:6]([NH:16][C:19]([CH3:18])=[O:20])[cH:7][c:8]([N:10]2[C:11](=[O:15])[CH2:12][CH2:13][CH2:14]2)[cH:9]1)=[O:17]. Reactants: C1=C(C=CC2=CC=CC=C12)NC=C1C(N(C2=CC(=C(C=C2C1=O)OC)OC)C(=O)OCC)C (3-(β-naphthylaminomethylene)-6,7-dimethoxy-2-methyl-4-oxo-1,2,3,4-tetrahydro-1-quinoline carboxylic acid, ethyl ester), C1(=CC=CC2=CC=CC=C12)C(CC)NC=C1C(N(C2=CC(=C(C=C2C1=O)OC)OC)C(=O)OCC)C (3-(α-naphthylpropylaminomethylene)-6,7-dimethoxy-2-methyl-4-oxo-1,2,3,4-tetrahydro-1-quinoline carboxylic acid, ethyl ester), C1(=CC=CC2=CC=CC=C12)C(CNC=C1C(N(C2=CC(=C(C=C2C1=O)OC)OC)C(=O)OCC)C)CC (3-(β-naphthylbutylaminomethylene)-6,7-dimethoxy-2-methyl-4-oxo-1,2,3,4-tetrahydro-1-quinoline carboxylic acid, ethyl ester), C1(=CC=CC2=CC=CC=C12)CNC=C1C(N(C2=CC(=C(C=C2C1=O)OC)OC)C(=O)OCC)C (3-(α-naphthylmethylaminomethylene)-6,7-dimethoxy-2-methyl-4-oxo-1,2,3,4-tetrahydro-1-quinoline carboxylic acid, ethyl ester), 3-(β-naphylethylaminomethylene)-6,7-dimethoxy-2-methyl-4-oxo-1,2,3,4-tetrahydro-1-quinoline carboxylic acid, ethyl ester. Yields the product C1(=CC=CC2=CC=CC=C12)NC=C1C(N(C2=CC(=C(C=C2C1=O)OC)OC)C(=O)OCC)C (3-(α-napthylaminomethylene)-6,7-dimethoxy-2-methyl-4-oxo-1,2,3,4-tetrahydro-1-quinoline carboxylic acid, ethyl ester). RXN SMILES: [CH:1]1[C:10]2[C:5](=[CH:6][CH:7]=[CH:8][CH:9]=2)[CH:4]=[CH:3][C:2]=1[NH:11][CH:12]=[C:13]1[C:22](=[O:23])[C:21]2[C:16](=[CH:17][C:18]([O:26][CH3:27])=[C:19]([O:24][CH3:25])[CH:20]=2)[N:15]([C:28]([O:30][CH2:31][CH3:32])=[O:29])[CH:14]1[CH3:33].C1(CNC=C2C(=O)C3C(=CC(OC)=C(OC)C=3)N(C(OCC)=O)C2C)C2C(=CC=CC=2)C=CC=1.C1(C(NC=C2C(=O)C3C(=CC(OC)=C(OC)C=3)N(C(OCC)=O)C2C)CC)C2C(=CC=CC=2)C=CC=1.C1(C(CC)CNC=C2C(=O)C3C(=CC(OC)=C(OC)C=3)N(C(OCC)=O)C2C)C2C(=CC=CC=2)C=CC=1>>[C:2]1([NH:11][CH:12]=[C:13]2[C:22](=[O:23])[C:21]3[C:16](=[CH:17][C:18]([O:26][CH3:27])=[C:19]([O:24][CH3:25])[CH:20]=3)[N:15]([C:28]([O:30][CH2:31][CH3:32])=[O:29])[CH:14]2[CH3:33])[C:1]2[C:10](=[CH:9][CH:8]=[CH:7][CH:6]=2)[CH:5]=[CH:4][CH:3]=1. Procedure details: 3-(β-naphthylaminomethylene)-6,7-dimethoxy-2-methyl-4-oxo-1,2,3,4-tetrahydro-1-quinoline carboxylic acid, ethyl ester; 3-(α-naphthylmethylaminomethylene)-6,7-dimethoxy-2-methyl-4-oxo-1,2,3,4-tetrahydro-1-quinoline carboxylic acid, ethyl ester; 3-(β-naphylethylaminomethylene)-6,7-dimethoxy-2-methyl-4-oxo-1,2,3,4-tetrahydro-1-quinoline carboxylic acid, ethyl ester; 3-(α-naphthylpropylaminomethylene)-6,7-dimethoxy-2-methyl-4-oxo-1,2,3,4-tetrahydro-1-quinoline carboxylic acid, ethyl ester; and 3-(β-... Reactants: C12CC3NCC(CC(C1)C3)C2 (4-Azatricyclo[4.3.1.13,8 ]undecane), [N+](=O)([O-])C1=CC=C(C(=O)Cl)C=C1 (p-nitrobenzoyl chloride). Run in C(C)O (ethanol). The product is [N+](=O)([O-])C1=CC=C(C(=O)N2C3CC4CC(CC(C2)C4)C3)C=C1 (4-(p-Nitrobenzoyl)-4-azatricyclo[4.3.1.13,8 ]undecane). Isolated yield 83.2%. As a reaction SMILES: [CH:1]12[CH2:11][CH:6]3[CH2:7][CH:8]([CH2:10][CH:3]([NH:4][CH2:5]3)[CH2:2]1)[CH2:9]2.[N+:12]([C:15]1[CH:23]=[CH:22][C:18]([C:19](Cl)=[O:20])=[CH:17][CH:16]=1)([O-:14])=[O:13]>C(O)C>[N+:12]([C:15]1[CH:16]=[CH:17][C:18]([C:19]([N:4]2[CH2:5][CH:6]3[CH2:11][CH:1]4[CH2:9][CH:8]([CH2:10][CH:3]2[CH2:2]4)[CH2:7]3)=[O:20])=[CH:22][CH:23]=1)([O-:14])=[O:13]. Reported procedure: A mixture of 4-azatricyclo[4.3.1.13,8 ]undecane (0.75 gram, 5 mmol) from Step B, and p-nitrobenzoyl chloride (0.93 gram, 5 mmol) in 40 ml anhydrous ethanol was refluxed for 4.5 hours. Following workup and recrystallization from isopropanol, 1.25 gram of compound 4b were obtained as white crystals (melting point 150° C.). The product is CCNC(=O)Nc1cc(-c2nc(C(F)(F)F)cs2)c(-c2cnc3c(c2)c(=O)c(C(=O)O)cn3C(COP(=O)(O)OCc2ccccc2)CC(C)C)cn1. As a reaction SMILES: [CH2:1]([c:2]1[cH:3][cH:4][cH:5][cH:6][cH:7]1)[O:8][P:9](=[O:10])([OH:11])[O:12][CH2:13][CH:14]([CH2:15][CH:16]([CH3:17])[CH3:18])[n:19]1[cH:20][c:21]([C:51](=[O:52])[O:53][CH2:54][CH3:55])[c:22](=[O:50])[c:23]2[cH:24][c:25](-[c:29]3[cH:30][n:31][c:32]([NH:44][C:45]([NH:46][CH2:47][CH3:48])=[O:49])[cH:33][c:34]3-[c:35]3[s:36][cH:37][c:38]([C:40]([F:41])([F:42])[F:43])[n:39]3)[cH:26][n:27][c:28]12.[CH3:58][CH2:59][OH:60].[K+:57].[OH-:56]>>[CH2:1]([c:2]1[cH:3][cH:4][cH:5][cH:6][cH:7]1)[O:8][P:9](=[O:10])([OH:11])[O:12][CH2:13][CH:14]([CH2:15][CH:16]([CH3:17])[CH3:18])[n:19]1[cH:20][c:21]([C:51](=[O:52])[OH:53])[c:22](=[O:50])[c:23]2[cH:24][c:25](-[c:29]3[cH:30][n:31][c:32]([NH:44][C:45]([NH:46][CH2:47][CH3:48])=[O:49])[cH:33][c:34]3-[c:35]3[s:36][cH:37][c:38]([C:40]([F:41])([F:42])[F:43])[n:39]3)[cH:26][n:27][c:28]12. Starting materials: CCNC(=O)Nc1cc(-c2nc(C(F)(F)F)cs2)c(-c2cnc3c(c2)c(=O)c(C(=O)OCC)cn3C(COP(=O)(O)OCc2ccccc2)CC(C)C)cn1, CCO, [K+], [OH-]. The product is COc1cc(OC)cc(Sc2ccccc2C(=O)O)c1. As a reaction SMILES: [CH3:26][N:27]1[CH2:28][CH2:29][CH2:30][C:31]1=[O:32].[Cl:11][c:12]1[cH:13][c:14]([O:20][CH3:21])[cH:15][c:16]([O:18][CH3:19])[cH:17]1.[ClH:22].[Cu:23].[Cu:24][I:25].[OH:1][C:2](=[O:3])[c:4]1[cH:5][cH:6][cH:7][cH:8][c:9]1[SH:10]>>[OH:1][C:2](=[O:3])[c:4]1[cH:5][cH:6][cH:7][cH:8][c:9]1[S:10][c:12]1[cH:13][c:14]([O:20][CH3:21])[cH:15][c:16]([O:18][CH3:19])[cH:17]1. Reactants: CN1CCCC1=O, COc1cc(Cl)cc(OC)c1, Cl, [Cu], [Cu]I, O=C(O)c1ccccc1S. Reactants: CN(C1=CC=CC=C1)C (N,N-dimethyl-aniline), COC(=O)C1=CC(=C(C(=C1)OC)CC=1C(=NC(=NC1O)N)N)OC (α-(2,4-diamino-6-hydroxy-5-pyrimidinyl)-2,6-dimethoxy-p-toluic acid methyl ester), P(=O)(Cl)(Cl)Cl (phosphorus oxychloride). Conditions: time 2 day. Yields the product COC(=O)C1=CC(=C(C(=C1)OC)CC=1C(=NC(=NC1Cl)N)N)OC (α-(2,4-diamino-6-chloro-5-pyrimidinyl)-2,6-dimethoxy-p-toluic acid methyl ester). As a reaction SMILES: CN(C)C1C=CC=CC=1.[CH3:10][O:11][C:12]([C:14]1[CH:19]=[C:18]([O:20][CH3:21])[C:17]([CH2:22][C:23]2[C:24]([NH2:31])=[N:25][C:26]([NH2:30])=[N:27][C:28]=2O)=[C:16]([O:32][CH3:33])[CH:15]=1)=[O:13].P(Cl)(Cl)([Cl:36])=O>>[CH3:10][O:11][C:12]([C:14]1[CH:19]=[C:18]([O:20][CH3:21])[C:17]([CH2:22][C:23]2[C:24]([NH2:31])=[N:25][C:26]([NH2:30])=[N:27][C:28]=2[Cl:36])=[C:16]([O:32][CH3:33])[CH:15]=1)=[O:13]. Procedure details: 2.4 G. of N,N-dimethyl-aniline were added dropwise with stirring to a suspension of 3.4 g. of α-(2,4-diamino-6-hydroxy-5-pyrimidinyl)-2,6-dimethoxy-p-toluic acid methyl ester in 25.6 g. of phosphorus oxychloride. The resulting mixture was brought to the boiling temperature in the course of 1 hour and then boiled at reflux for 4 hours. Thereafter, two thirds of the phosphorus oxychloride were removed by distillation under reduced pressure. The residue was poured onto 80 g. of ice with stirring an... The reactants are [OH-].C[N+]=1N(C(=CC1C1=CC=CC=C1)C1=CC=CC=C1)C (1,2-Dimethyl-3,5-diphenylpyrazolium hydroxide), ClC1=CC(=C(OCC(=O)O)C=C1)C (4-chloro-2-methylphenoxyacetic acid), CC1=C(C=CC(=C1)Cl)OCC(=O)O (MCPA). The solvent is O (H2O). Reaction conditions: time 48 hour. The product is ClC1=CC(=C(OCC(=O)[O-])C=C1)C.C[N+]=1N(C(=CC1C1=CC=CC=C1)C1=CC=CC=C1)C (1,2-Dimethyl-3,5-diphenylpyrazolium 4-chloro-2-methylphenoxyacetate). As a reaction SMILES: [OH-].[CH3:2][N+:3]1[N:4]([CH3:20])[C:5]([C:14]2[CH:19]=[CH:18][CH:17]=[CH:16][CH:15]=2)=[CH:6][C:7]=1[C:8]1[CH:13]=[CH:12][CH:11]=[CH:10][CH:9]=1.[Cl:21][C:22]1[CH:32]=[CH:31][C:25]([O:26][CH2:27][C:28]([OH:30])=[O:29])=[C:24]([CH3:33])[CH:23]=1>O>[Cl:21][C:22]1[CH:32]=[CH:31][C:25]([O:26][CH2:27][C:28]([O-:30])=[O:29])=[C:24]([CH3:33])[CH:23]=1.[CH3:20][N+:4]1[N:3]([CH3:2])[C:7]([C:8]2[CH:13]=[CH:12][CH:11]=[CH:10][CH:9]=2)=[CH:6][C:5]=1[C:14]1[CH:19]=[CH:18][CH:17]=[CH:16][CH:15]=1 |f:0.1,4.5|. Reported procedure: 1,2-Dimethyl-3,5-diphenylpyrazolium hydroxide in a H2O solution was titrated with 4-chloro-2-methylphenoxyacetic acid (MCPA), a known herbicide until pH 7 was obtained and retained for 48 hours. MCPA was added as a solid and slowly dissolved. ##STR7## The H2O solution was evaporated to a low volume (oil) and toluene/acetone azeotroped several times. Hexane (5% acetone) was added and the oil solidified to a light yellow solid and was filtered, washed with hexane and dried. 6.5 Grams, melting poin... Reactants: NC1=C(C(=O)N)C=CC=C1 (2-Aminobenzamide), C(C)(C)C=1N=C(SC1)C(=O)O (4-isopropylthiazole-2-carboxylic acid). Product: C(N)(=O)C1=C(C=CC=C1)NC(=O)C=1SC=C(N1)C(C)C (4-isopropylthiazole-2-carboxylic acid (2-carbamoyl-phenyl)-amide). Isolated yield 56.8%. RXN SMILES: [NH2:1][C:2]1[CH:10]=[CH:9][CH:8]=[CH:7][C:3]=1[C:4]([NH2:6])=[O:5].[CH:11]([C:14]1[N:15]=[C:16]([C:19](O)=[O:20])[S:17][CH:18]=1)([CH3:13])[CH3:12]>>[C:4]([C:3]1[CH:7]=[CH:8][CH:9]=[CH:10][C:2]=1[NH:1][C:19]([C:16]1[S:17][CH:18]=[C:14]([CH:11]([CH3:13])[CH3:12])[N:15]=1)=[O:20])(=[O:5])[NH2:6]. Procedure: 2-Aminobenzamide (2.04 g, 15 mmol) was reacted with 4-isopropylthiazole-2-carboxylic acid (2.5 g, 14.6 mmol) as described in example 47 which gave the title compound (2.4 g, 56%).